This data is from the Open Reaction Database (ORD), a public repository of structured organic reaction records. The task is: describe an organic reaction: reactants, conditions, products, and yield The reactants are CCOC(C)=O, CCOC(C)=O, CC(C)(C)OC(=O)N1CCC(Oc2cc(N3CCc4cc(S(C)(=O)=O)ccc43)ncn2)CC1, Cl. Reaction SMILES: [C:1]([O:2][CH2:3][CH3:4])(=[O:5])[CH3:6].[CH3:41][CH2:42][O:43][C:44](=[O:45])[CH3:46].[CH3:8][S:9](=[O:10])(=[O:11])[c:12]1[cH:13][c:14]2[c:18]([cH:19][cH:20]1)[N:17]([c:21]1[cH:22][c:23]([O:27][CH:28]3[CH2:29][CH2:30][N:31]([C:34]([O:35][C:36]([CH3:37])([CH3:38])[CH3:39])=[O:40])[CH2:32][CH2:33]3)[n:24][cH:25][n:26]1)[CH2:16][CH2:15]2.[ClH:7]>>[CH3:8][S:9](=[O:10])(=[O:11])[c:12]1[cH:13][c:14]2[c:18]([cH:19][cH:20]1)[N:17]([c:21]1[cH:22][c:23]([O:27][CH:28]3[CH2:29][CH2:30][NH:31][CH2:32][CH2:33]3)[n:24][cH:25][n:26]1)[CH2:16][CH2:15]2.[ClH:7]. The product is CS(=O)(=O)c1ccc2c(c1)CCN2c1cc(OC2CCNCC2)ncn1, Cl. Reactants: O (water), OC1C(NC(C12CCN(CC2)C(=O)OC(C)(C)C)=O)C (tert-butyl 4-hydroxy-3-methyl-1-oxo-2,8-diazaspiro[4.5]decane-8-carboxylate), 4-bromofuran-2(514), CC1(C2=C(C(=CC=C2)P(C3=CC=CC=C3)C4=CC=CC=C4)OC5=C(C=CC=C51)P(C6=CC=CC=C6)C7=CC=CC=C7)C (Xantphos), C(=O)([O-])[O-].[K+].[K+] (K2CO3), N#N (N2). The reagents and catalysts are CC(=O)[O-].CC(=O)[O-].[Pd+2] (Pd(OAc)2). The solvent is O1CCOCC1 (dioxane). Reaction conditions: temperature 90 celsius. The product is OC1C(N(C(C12CCN(CC2)C(=O)OC(C)(C)C)=O)C=2COC(C2)=O)C (tert-Butyl 4-hydroxy-3-methyl-1-oxo-2-(5-oxo-2,5-dihydrofuran-3-yl)-2,8-diazaspiro[4.5]decane-8-carboxylate). RXN SMILES: [OH:1][CH:2]1[C:6]2([CH2:11][CH2:10][N:9]([C:12]([O:14][C:15]([CH3:18])([CH3:17])[CH3:16])=[O:13])[CH2:8][CH2:7]2)[C:5](=[O:19])[NH:4][CH:3]1[CH3:20].C[C:22]1([CH3:62])[C:48]2[C:43](=C(P(C3C=CC=CC=3)C3C=CC=CC=3)C=CC=2)[O:42]C2C(P(C3C=CC=CC=3)C3C=CC=CC=3)=CC=CC1=2.C([O-])([O-])=[O:64].[K+].[K+].N#N.O>CC([O-])=O.CC([O-])=O.[Pd+2].O1CCOCC1>[OH:1][CH:2]1[C:6]2([CH2:7][CH2:8][N:9]([C:12]([O:14][C:15]([CH3:16])([CH3:18])[CH3:17])=[O:13])[CH2:10][CH2:11]2)[C:5](=[O:19])[N:4]([C:22]2[CH2:62][O:42][C:43](=[O:64])[CH:48]=2)[CH:3]1[CH3:20] |f:2.3.4,7.8.9|. Procedure: To a round bottom flask was charged tert-butyl 4-hydroxy-3-methyl-1-oxo-2,8-diazaspiro[4.5]decane-8-carboxylate (1000 mg, 3.52 mmol), 4-bromofuran-2(514)-one (860 mg, 5.28 mmol), Pd(OAc)2 (79 mg, 0.352 mmol), Xantphos (305 mg, 0.528 mmol), and K2CO3 (972 mg, 7.03 mmol). The flask was sealed, vacuumed and back filled with N2 and filled with dioxane (14 mL) and water (190 μL, 10.6 mmol). The reaction mixture was heated at 90° C. overnight, and filtered through CELITE®. The filtrate was evaporated ... The reactants are [Al+3], CCCc1nn(C)c2c(=O)[nH]c(Cc3ccc(NC(C)=O)cc3)nc12, [H-], [H-], [H-], [H-], [Li+], [Na+], C1CCOC1, [OH-]. Product: CCCc1nn(C)c2c(=O)[nH]c(Cc3ccc(NCC)cc3)nc12. As a reaction SMILES: [Al+3:27].[CH3:1][n:2]1[n:3][c:4]([CH2:23][CH2:24][CH3:25])[c:5]2[n:6][c:7]([CH2:12][c:13]3[cH:14][cH:15][c:16]([NH:19][C:20]([CH3:21])=[O:22])[cH:17][cH:18]3)[nH:8][c:9](=[O:11])[c:10]12.[H-:26].[H-:29].[H-:30].[H-:31].[Li+:28].[Na+:33].[O:34]1[CH2:35][CH2:36][CH2:37][CH2:38]1.[OH-:32]>>[CH3:1][n:2]1[n:3][c:4]([CH2:23][CH2:24][CH3:25])[c:5]2[n:6][c:7]([CH2:12][c:13]3[cH:14][cH:15][c:16]([NH:19][CH2:20][CH3:21])[cH:17][cH:18]3)[nH:8][c:9](=[O:11])[c:10]12. Reaction SMILES: [CH2:1]([CH2:2][CH3:3])[O:4][CH2:5][CH2:6][CH2:7][CH2:8][CH2:9][CH2:10][OH:11].[CH3:37][C:38](=[O:39])[O-:40].[CH3:41][CH2:42][O:43][C:44](=[O:45])[CH3:46].[Cl:33][CH2:34][Cl:35].[Cr:12]([O:13][Cr:14]([O-:15])(=[O:16])=[O:17])([O-:18])(=[O:19])=[O:20].[Na+:36].[nH+:21]1[cH:22][cH:23][cH:24][cH:25][cH:26]1.[nH+:27]1[cH:28][cH:29][cH:30][cH:31][cH:32]1>>[CH2:1]([CH2:2][CH3:3])[O:4][CH2:5][CH2:6][CH2:7][CH2:8][CH2:9][CH:10]=[O:11]. Yields the product CCCOCCCCCC=O. Reactants: CCCOCCCCCCO, CC(=O)[O-], CCOC(C)=O, ClCCl, O=[Cr](=O)([O-])O[Cr](=O)(=O)[O-], [Na+], c1cc[nH+]cc1, c1cc[nH+]cc1. The reactants are N1=CC=C(C=C1)N1CCC(CC1)CN1C(CNCC1)=O (1-[1-(4-pyridyl)-4-piperidylmethyl]-2-piperazinone), C([O-])(O)=O.[Na+] (sodium bicarbonate), C(C)(=O)OCC (ethyl acetate), IC1=CC=C(C=C1)S(=O)(=O)Cl (4-iodobenzenesulfonyl chloride). The solvent is C1CCOC1 (THF), C1CCOC1 (THF). The product is IC1=CC=C(C=C1)S(=O)(=O)N1CC(N(CC1)CC1CCN(CC1)C1=CC=NC=C1)=O (4-(4-iodobenzenesulfonyl)-1-[1-(4-pyridyl)-4-piperidylmethyl]-2-piperazinone). The yield is 14.3%. As a reaction SMILES: [N:1]1[CH:6]=[CH:5][C:4]([N:7]2[CH2:12][CH2:11][CH:10]([CH2:13][N:14]3[CH2:19][CH2:18][NH:17][CH2:16][C:15]3=[O:20])[CH2:9][CH2:8]2)=[CH:3][CH:2]=1.C(=O)(O)[O-].[Na+].C(OCC)(=O)C.[I:32][C:33]1[CH:38]=[CH:37][C:36]([S:39](Cl)(=[O:41])=[O:40])=[CH:35][CH:34]=1>C1COCC1>[I:32][C:33]1[CH:38]=[CH:37][C:36]([S:39]([N:17]2[CH2:18][CH2:19][N:14]([CH2:13][CH:10]3[CH2:11][CH2:12][N:7]([C:4]4[CH:5]=[CH:6][N:1]=[CH:2][CH:3]=4)[CH2:8][CH2:9]3)[C:15](=[O:20])[CH2:16]2)(=[O:41])=[O:40])=[CH:35][CH:34]=1 |f:1.2|. Reported procedure: To a mixture of 1-[1-(4-pyridyl)-4-piperidylmethyl]-2-piperazinone (549 mg), sodium bicarbonate solution (5 ml), ethyl acetate (10 ml) and THF (5 ml) was added dropwise, under ice-cooling, a solution of 4-iodobenzenesulfonyl chloride (1.21 g) in THF (10 ml), and the mixture was stirred at 0° C. for 1 hour. The separated organic layer was washed with saturated brine, dried (MgSO4) and concentrated, and the residue was purified with silica gel column chromatography (acetone:methanol=9: 1→1:1) and ... Solvent: CO (methanol), O (water). Reported procedure: After 357 mg (1.31 mmol) of methyl 1-(4-dimethylaminophenyl)-1,6-dihydro-6-oxo-3-pyridinecarboxylate was dissolved in 12 mL of methanol and 4 mL of water, 94 mg (3.93 mmol) of lithium hydroxide was added to the solution. Afterward, the resulting reaction solution was stirred at about 50° C. for about 5 hours. After termination of the reaction was determined by liquid chromatography, the solvent was removed in vacuo, and aqueous HCl was then added to the reaction solution to titrate until a neutr... Run at temperature 50 celsius, time 5 hour. Reactants: CN(C1=CC=C(C=C1)N1C=C(C=CC1=O)C(=O)OC)C (methyl 1-(4-dimethylaminophenyl)-1,6-dihydro-6-oxo-3-pyridinecarboxylate), [OH-].[Li+] (lithium hydroxide). Yields the product CN(C1=CC=C(C=C1)N1C=C(C=CC1=O)C(=O)O)C (1-(4-dimethylaminophenyl)-1,6-dihydro-6-oxo-3-pyridinecarboxylic acid). As a reaction SMILES: [CH3:1][N:2]([CH3:20])[C:3]1[CH:8]=[CH:7][C:6]([N:9]2[C:14](=[O:15])[CH:13]=[CH:12][C:11]([C:16]([O:18]C)=[O:17])=[CH:10]2)=[CH:5][CH:4]=1.[OH-].[Li+]>CO.O>[CH3:1][N:2]([CH3:20])[C:3]1[CH:8]=[CH:7][C:6]([N:9]2[C:14](=[O:15])[CH:13]=[CH:12][C:11]([C:16]([OH:18])=[O:17])=[CH:10]2)=[CH:5][CH:4]=1 |f:1.2|. The reactants are [Al+3], COc1ccc(C(=O)C2=CCCCc3c2cc(OC)c(OC)c3OC)cc1OC(C)C, [Cl-], [Cl-], [Cl-], [Cl-], ClCCl, [NH4+]. Yields the product COc1ccc(C(=O)C2=CCCCc3c2cc(OC)c(OC)c3OC)cc1O. As a reaction SMILES: [Al+3:33].[CH:1]([CH3:2])([CH3:3])[O:4][c:5]1[cH:6][c:7]([C:13](=[O:14])[C:15]2=[CH:16][CH2:17][CH2:18][CH2:19][c:20]3[c:21]2[cH:22][c:23]([O:30][CH3:31])[c:24]([O:28][CH3:29])[c:25]3[O:26][CH3:27])[cH:8][cH:9][c:10]1[O:11][CH3:12].[Cl-:32].[Cl-:34].[Cl-:35].[Cl-:36].[Cl:38][CH2:39][Cl:40].[NH4+:37]>>[OH:4][c:5]1[cH:6][c:7]([C:13](=[O:14])[C:15]2=[CH:16][CH2:17][CH2:18][CH2:19][c:20]3[c:21]2[cH:22][c:23]([O:30][CH3:31])[c:24]([O:28][CH3:29])[c:25]3[O:26][CH3:27])[cH:8][cH:9][c:10]1[O:11][CH3:12]. Reactants: O (water), ICC (iodoethane), 58.5, C1(=CC=CC=C1)NC1(CCN(CC1)CCC1=CC=CC=C1)C(=O)O (4-(phenylamino)-1-(2-phenylethyl)-4-piperidinecarboxylic acid), [Na] (sodium), CN(P(N(C)C)(N(C)C)=O)C (hexamethylphosphoric triamide). Reaction conditions: time 48 hour. Product: O(C(C)C)C(C)C (2,2'-oxybispropane), 45.2, C1(=CC=CC=C1)NC1(CCN(CC1)CCC1=CC=CC=C1)C(=O)OCC (ethyl 4-(phenylamino)-1-(2-phenylethyl)-4-piperidinecarboxylate). RXN SMILES: [C:1]1([NH:7][C:8]2([C:22]([OH:24])=[O:23])[CH2:13][CH2:12][N:11]([CH2:14][CH2:15][C:16]3[CH:21]=[CH:20][CH:19]=[CH:18][CH:17]=3)[CH2:10][CH2:9]2)[CH:6]=[CH:5][CH:4]=[CH:3][CH:2]=1.[Na].[CH3:26]N(C)P(=O)(N(C)C)N(C)C.I[CH2:38][CH3:39].[OH2:40]>>[O:40]([CH:38]([CH3:39])[CH3:26])[CH:1]([CH3:6])[CH3:2].[C:1]1([NH:7][C:8]2([C:22]([O:24][CH2:38][CH3:39])=[O:23])[CH2:9][CH2:10][N:11]([CH2:14][CH2:15][C:16]3[CH:17]=[CH:18][CH:19]=[CH:20][CH:21]=3)[CH2:12][CH2:13]2)[CH:6]=[CH:5][CH:4]=[CH:3][CH:2]=1 |^1:24|. Procedure details: To a stirred suspension of 58.5 parts of 4-(phenylamino)-1-(2-phenylethyl)-4-piperidinecarboxylic acid, sodium salt in 300 parts of hexamethylphosphoric triamide are added dropwise 29.2 parts of iodoethane at room temperature (slightly exothermic reaction: the temperature rises to 34° C.). Upon completion, stirring is continued at room temperature for 48 hours. The reaction mixture is poured onto 1000 parts of water and the product is extracted with methylbenzene. The extract is washed with wate... The reactants are C(C)(=O)OC (methyl acetate), ClC1=C(C=CC=C1F)\C=N\S(=O)C(C)(C)C (N-[1-(2-Chloro-3-fluorophenyl)meth-(E)-ylidene]-2-methylpropane-2-sulfinamide), C(C)(C)NC(C)C (diisopropylamine), C(CCC)[Li] (butyllithium), [Cl-].[NH4+] (ammonium chloride). Reagents/catalysts: CC([O-])C.CC([O-])C.CC([O-])C.Cl[Ti+3] (chlorotitanium triisopropoxide). Solvent: C1CCOC1 (THF), C1CCOC1 (THF), C(C)(=O)OCC (ethyl acetate), C1CCOC1 (THF). Run at temperature -75 celsius. The product is COC(C[C@H](N[S@](=O)C(C)(C)C)C1=C(C(=CC=C1)F)Cl)=O ((S)-3-(2-Chloro-3-fluorophenyl)-3-((R)-2-methylpropane-2-sulfinylamino)propionic acid methyl ester). RXN SMILES: C(NC(C)C)(C)C.C([Li])CCC.[C:13]([O:16][CH3:17])(=[O:15])[CH3:14].[Cl:18][C:19]1[C:24]([F:25])=[CH:23][CH:22]=[CH:21][C:20]=1/[CH:26]=[N:27]/[S:28]([C:30]([CH3:33])([CH3:32])[CH3:31])=[O:29].[Cl-].[NH4+]>C1COCC1.CC(C)[O-].CC(C)[O-].CC(C)[O-].Cl[Ti+3].C(OCC)(=O)C>[CH3:17][O:16][C:13](=[O:15])[CH2:14][C@@H:26]([C:20]1[CH:21]=[CH:22][CH:23]=[C:24]([F:25])[C:19]=1[Cl:18])[NH:27][S@@:28]([C:30]([CH3:33])([CH3:32])[CH3:31])=[O:29] |f:4.5,7.8.9.10|. Procedure: To diisopropylamine (4.13 ml), dissolved in THF (200 ml), was slowly added dropwise 1.6 N butyllithium (17.55 ml) at 0° C., and then the mixture was stirred for thirty minutes. Subsequently, the mixture was cooled to −75° C. and methyl acetate (2.13 ml) dissolved in THF (5 ml) was added, and the mixture was stirred for a further thirty minutes. Then chlorotitanium triisopropoxide (56.15 ml, 1 molar in hexane) was added dropwise at the same temperature and the mixture was stirred again for thirty... Reactants: hydrochloride salt, CN1C(=NCC1C1=CC(=C(C=C1)OCC1=CC=CC=C1)OCC1=CC=CC=C1)NC(=O)OC (1-methyl-4,5-dihydro-5-(3,4-dibenzyloxyphenyl)-2-methoxycarbonylaminoimidazole). The reagents and catalysts are [Pd] (palladium-on-charcoal). The solvent is C(C)O (ethanol), [H][H] (hydrogen). Yields the product hydrochloride salt, CN1C(=NCC1C1=CC(=C(C=C1)O)O)NC(=O)OC (1-methyl-4,5-dihydro-5-(3,4-dihydroxyphenyl)-methoxycarbonylaminoimidazole). RXN SMILES: [CH3:1][N:2]1[CH:6]([C:7]2[CH:12]=[CH:11][C:10]([O:13]CC3C=CC=CC=3)=[C:9]([O:21]CC3C=CC=CC=3)[CH:8]=2)[CH2:5][N:4]=[C:3]1[NH:29][C:30]([O:32][CH3:33])=[O:31]>[Pd].C(O)C.[H][H]>[CH3:1][N:2]1[CH:6]([C:7]2[CH:12]=[CH:11][C:10]([OH:13])=[C:9]([OH:21])[CH:8]=2)[CH2:5][N:4]=[C:3]1[NH:29][C:30]([O:32][CH3:33])=[O:31]. Procedure: This example illustrates methods according to the invention of preparing mono- and dihydroxy substituted phenyl compounds of the invention. In this example, 3.0 g. of β-methylamino-β-(3,4-dibenzyloxyphenyl)ethylamine is dissolved in 50 ml of ethanol and 2 ml of water. The solution is combined with a solution of 1.7 g of a mixture of 1-mono and 1,3-bis (methoxycarbonyl)-S-methylisothiourea in 25 ml of chloroform and allowed to stand for 8 days and then concentrated to dryness. The residue is trea...